Dataset: the Open Reaction Database (ORD), a public repository of structured organic reaction records. Task: describe an organic reaction: reactants, conditions, products, and yield Reactants: C(C1=CC=CC=C1)N1C(CCC1)=O (N-benzylpyrrolidinone), F[B-](F)(F)F.C(C)[O+](CC)CC (triethyloxonium tetrafluoroborate). Solvent: CCOCC (ether). Conditions: time 30 minute. Yields the product F[B-](F)(F)F.C(C1=CC=CC=C1)[N+]=1CCCC1OCC (1-benzyl-5-ethoxy-3,4-dihydro-2H-pyrrolium tetrafluoroborate). RXN SMILES: [CH2:1]([N:8]1[CH2:12][CH2:11][CH2:10][C:9]1=[O:13])[C:2]1[CH:7]=[CH:6][CH:5]=[CH:4][CH:3]=1.[F:14][B-:15]([F:18])([F:17])[F:16].[CH2:19]([O+](CC)CC)[CH3:20]>CCOCC>[F:14][B-:15]([F:18])([F:17])[F:16].[CH2:1]([N+:8]1[CH2:12][CH2:11][CH2:10][C:9]=1[O:13][CH2:19][CH3:20])[C:2]1[CH:7]=[CH:6][CH:5]=[CH:4][CH:3]=1 |f:1.2,4.5|. Reported procedure: To a solution of N-benzylpyrrolidinone (2.18 g, 12.4 mmol) in 25 mL of ether was added at 0° C. triethyloxonium tetrafluoroborate (2.15 g, 11.3 mmol). The reaction was allowed to warm to ambient temperature and stir for 30 minutes, during which a solid product precipitated from the reaction. The ether was decanted off, and the remaining residue washed three times with ether. Residual solvent was removed in vacuo to provide 1-benzyl-5-ethoxy-3,4-dihydro-2H-pyrrolium tetrafluoroborate. Starting materials: O1CCC(CC1)NC1=CN=NN1 (N-(tetrahydro-2H-pyran-4-yl)-1H-1,2,3-triazol-5-amine), C(#N)C1=C(C=CC=C1)C1=CC=C(C=C1)CC(C(=O)OCC)C(CCC)=O (ethyl 2-[(2′-cyanobiphenyl-4-yl)methyl]-3-oxohexanoate), N12CCCCCC2=NCCC1 (1,8-diazabicyclo[5.4.0]undec-7-ene). The solvent is C(C)N(C1=CC=CC=C1)CC (N,N-diethylaniline), C(C)(=O)OCC.O1CCCC1 (ethyl acetate tetrahydrofuran). Product: O=C1N(C=2N(C(=C1CC1=CC=C(C=C1)C=1C(=CC=CC1)C#N)CCC)N=NC2)C2CCOCC2 (4′-{[5-oxo-7-propyl-4-(tetrahydro-2H-pyran-4-yl)-4,5-dihydro[1,2,3]triazolo[1,5-a]pyrimidin-6-yl]methyl}biphenyl-2-carbonitrile), compound. Yield: 29.0%. RXN SMILES: [O:1]1[CH2:6][CH2:5][CH:4]([NH:7][C:8]2[NH:12][N:11]=[N:10][CH:9]=2)[CH2:3][CH2:2]1.[C:13]([C:15]1[CH:20]=[CH:19][CH:18]=[CH:17][C:16]=1[C:21]1[CH:26]=[CH:25][C:24]([CH2:27][CH:28]([C:34](=O)[CH2:35][CH2:36][CH3:37])[C:29](OCC)=[O:30])=[CH:23][CH:22]=1)#[N:14].N12CCCN=C1CCCCC2>C(N(CC)C1C=CC=CC=1)C.C(OCC)(=O)C.O1CCCC1>[O:30]=[C:29]1[C:28]([CH2:27][C:24]2[CH:25]=[CH:26][C:21]([C:16]3[C:15]([C:13]#[N:14])=[CH:20][CH:19]=[CH:18][CH:17]=3)=[CH:22][CH:23]=2)=[C:34]([CH2:35][CH2:36][CH3:37])[N:12]2[N:11]=[N:10][CH:9]=[C:8]2[N:7]1[CH:4]1[CH2:5][CH2:6][O:1][CH2:2][CH2:3]1 |f:4.5|. Procedure: A solution of N-(tetrahydro-2H-pyran-4-yl)-1H-1,2,3-triazol-5-amine (260 mg), ethyl 2-[(2′-cyanobiphenyl-4-yl)methyl]-3-oxohexanoate (1.08 g) and 1,8-diazabicyclo[5.4.0]undec-7-ene (236 mg) in N,N-diethylaniline (20 mL) was stirred at 180° C. for 16 hr. The reaction mixture was diluted with ethyl acetate-tetrahydrofuran (1:1), and the mixture was washed with 1 N hydrochloric acid and then with saturated brine, and dried over anhydrous magnesium sulfate. The solvent was evaporated under reduced p... Starting materials: C([O-])([O-])=O.[K+].[K+] (potassium carbonate), FC(S(=O)(=O)OCC(F)(F)F)(F)F (2,2,2-trifluoroethyl trifluoromethanesulfonate), C1(O)=CC=C(O)C=C1 (hydroquinone). The solvent is CC(=O)C (acetone), CC(=O)C (acetone). Reaction conditions: time 2 hour. The product is FC(COC1=CC=C(C=C1)OCC(F)(F)F)(F)F (1,4-bis(2,2,2-trifluoroethoxy)benzene). Isolated yield 88.0%. RXN SMILES: [C:1](=[O:4])([O-])[O-].[K+].[K+].FC(F)(F)S([O:12][CH2:13][C:14]([F:17])([F:16])[F:15])(=O)=O.[C:20]1([CH:27]=[CH:26][C:24](O)=[CH:23][CH:22]=1)O>CC(C)=O>[F:17][C:14]([F:15])([F:16])[CH2:13][O:12][C:20]1[CH:27]=[CH:26][C:24]([O:4][CH2:1][C:14]([F:17])([F:16])[F:15])=[CH:23][CH:22]=1 |f:0.1.2|. Procedure details: To a mixture of 2.42 moles (334.4 g.) of potassium carbonate, 2.2 moles (510.6 g.) of 2,2,2-trifluoroethyl trifluoromethanesulfonate in 1.02 liters of acetone is added a solution of 1.0 mole (110 g.) of hydroquinone in 1.1 liters of acetone, slowly over a 2 hour period. The reaction is then heated at reflux for 24 hours, the reaction mixture is evaporated, and 2 liters of chloroform and 2 liters of water are added to the residue. The chloroform layer is separated, the aqueous layer is washed twi...